From a dataset of the Open Reaction Database (ORD), a public repository of structured organic reaction records. describe an organic reaction: reactants, conditions, products, and yield Procedure: 11-Benzyloxy-6,10-dimethyl-2-trimethylsiloxy-undec-1,5-diene (15.36 g, 41 mM) in dry tetrahydrofuran (400 ml) is treated with sodium bicarbonate (4.1 g, 49 mM) and N-bromosuccinimide (7.3 g, 41 mM) at -70° C. and allowed to stir for 4 hours. The reaction mixture is allowed to reach room temperature after which saturated sodium bicarbonate, ether and brine are added. The phases are separated, the aqueous phase is extracted with ether and the combined organic extracts are washed with brine and dri... The reactants are C(C1=CC=CC=C1)OCC(CCCC(=CCCC(=C)O[Si](C)(C)C)C)C (11-Benzyloxy-6,10-dimethyl-2-trimethylsiloxy-undec-1,5-diene), C([O-])(O)=O.[Na+] (sodium bicarbonate), BrN1C(CCC1=O)=O (N-bromosuccinimide), C([O-])(O)=O.[Na+] (sodium bicarbonate), CCOCC (ether). Conditions: time 4 hour. The solvent is O1CCCC1 (tetrahydrofuran), [Cl-].[Na+].O (brine). Product: C(C1=CC=CC=C1)OCC(CCCC(=CCCC(CBr)=O)C)C (11-benzyloxy-1-bromo-6,10-dimethyl-2-oxo-undec-5-ene). As a reaction SMILES: [CH2:1]([O:8][CH2:9][CH:10]([CH3:26])[CH2:11][CH2:12][CH2:13][C:14]([CH3:25])=[CH:15][CH2:16][CH2:17][C:18]([O:20][Si](C)(C)C)=[CH2:19])[C:2]1[CH:7]=[CH:6][CH:5]=[CH:4][CH:3]=1.C(=O)(O)[O-].[Na+].[Br:32]N1C(=O)CCC1=O.CCOCC>O1CCCC1.[Cl-].[Na+].O>[CH2:1]([O:8][CH2:9][CH:10]([CH3:26])[CH2:11][CH2:12][CH2:13][C:14]([CH3:25])=[CH:15][CH2:16][CH2:17][C:18](=[O:19])[CH2:20][Br:32])[C:2]1[CH:7]=[CH:6][CH:5]=[CH:4][CH:3]=1 |f:1.2,6.7.8|. Yield: 108.7%. The reactants are C1=CC=CC=2OC3=CC=CC=C3C(C12)=O (xanthone), polyphosphoric acid, 2-halobenzoic acid, C1(=CC=CC=C1)O (phenol), C([O-])([O-])=O.[K+].[K+] (potassium carbonate), cuprous iodide, xanthydrols, O(C1=CC=CC=C1)C1=C(C(=O)O)C=CC=C1 (2-phenoxybenzoic acid). Reagents/catalysts: [Na].[Hg] (sodium amalgam), [Cu] (copper bronze). The solvent is C(C)O (ethanol). The product is C1=CC=C2C(=C1)C(C3=CC=CC=C3O2)O (xanthydrol). As a reaction SMILES: C1(O)C=CC=CC=1.C(=O)([O-])[O-].[K+].[K+].[O:14]([C:21]1[CH:29]=[CH:28][CH:27]=[CH:26][C:22]=1[C:23](O)=[O:24])[C:15]1[CH:20]=[CH:19][CH:18]=[CH:17][CH:16]=1.C1C2C(=O)C3C(=CC=CC=3)OC=2C=CC=1>C(O)C.[Cu].[Na].[Hg]>[CH:18]1[CH:19]=[C:20]2[CH:23]([OH:24])[C:22]3[C:21]([O:14][C:15]2=[CH:16][CH:17]=1)=[CH:29][CH:28]=[CH:27][CH:26]=3 |f:1.2.3,8.9,^1:48|. Reported procedure: The xanthydrols are either known to the art or are prepared by the following procedure. A 2-halobenzoic acid is reacted with a phenol preferably in the presence of a base such as potassium carbonate and in the presence of cuprous iodide and copper bronze. The resulting 2-phenoxybenzoic acid is cyclized by treating with acid for example polyphosphoric acid. The resulting xanthone is reduced, for example using sodium amalgam in ethanol, to give the xanthydrol. Reactants: FC1=C(C(=O)Cl)C=CC(=C1)OC (2-fluoro-4-methoxybenzoyl chloride), CC#N (MeCN), [Li]CCCC (n-BuLi), hexanes, [NH4+].[Cl-] (NH4Cl), Cl (HCl). Run in O1CCCC1 (tetrahydrofuran), O1CCCC1 (THF). Run at time 20 minute. Yields the product FC1=C(C=CC(=C1)OC)C(CC#N)=O (3-(2-Fluoro-4-methoxyphenyl)-3-oxopropanenitrile). RXN SMILES: [CH3:1][C:2]#[N:3].[Li]CCCC.[F:9][C:10]1[CH:18]=[C:17]([O:19][CH3:20])[CH:16]=[CH:15][C:11]=1[C:12](Cl)=[O:13].[NH4+].[Cl-].Cl>O1CCCC1>[F:9][C:10]1[CH:18]=[C:17]([O:19][CH3:20])[CH:16]=[CH:15][C:11]=1[C:12](=[O:13])[CH2:1][C:2]#[N:3] |f:3.4|. Procedure details: To a solution of MeCN (4.35 g, 106.0 mmol) in THF (200 mL) at −78° C. was added n-BuLi, 2.5 M in hexanes (32.5 mL, 79.5 mmol). The resulting solution was stirred for 20 minutes and then a solution of 2-fluoro-4-methoxybenzoyl chloride (5.00 g, 26.5 mmol) in tetrahydrofuran (THF) (50 mL) was added slowly. The reaction mixture was allowed to proceed for 1 hour at −78° C. and then saturated aqueous NH4Cl (250 mL) was added. As the reaction warmed to room temperature, it was acidified with 1 N HCl (... Reaction SMILES: [C:1]([CH3:2])([CH3:3])([CH3:4])[O:5][C:6](=[O:7])[N:8]1[CH2:9][CH2:10][C:11](=[O:14])[CH2:12][CH2:13]1.[CH3:20][OH:21].[Cl-:15].[NH4+:16].[Na:17][C:18]#[N:19]>>[C:1]([CH3:2])([CH3:3])([CH3:4])[O:5][C:6](=[O:7])[N:8]1[CH2:9][CH2:10][C:11]([NH2:16])([C:18]#[N:19])[CH2:12][CH2:13]1. Starting materials: CC(C)(C)OC(=O)N1CCC(=O)CC1, CO, [Cl-], [NH4+], N#C[Na]. Yields the product CC(C)(C)OC(=O)N1CCC(N)(C#N)CC1. Reactants: [N+](=O)([O-])C1=C(C=CC=C1)CC#N ((2-nitrophenyl)acetonitrile), B.C1CCOC1 (BH3-THF), Cl (HCl). Run at temperature 25 celsius, time 4 hour. Yields the product NCCC1=C(N)C=CC=C1 (2-(2-Aminoethyl)aniline). Yield: 52.0%. Reaction SMILES: [N+:1]([C:4]1[CH:9]=[CH:8][CH:7]=[CH:6][C:5]=1[CH2:10][C:11]#[N:12])([O-])=O.B.C1COCC1.Cl>>[NH2:12][CH2:11][CH2:10][C:5]1[CH:6]=[CH:7][CH:8]=[CH:9][C:4]=1[NH2:1] |f:1.2|. Procedure: To a solution of (2-nitrophenyl)acetonitrile (3 g, 18.5 mmol) was added dropwise a 1 M BH3-THF solution (125 mL) at 0° C. After 4 h of stirring at 25° C., 6N HCl solution (125 mL) was added to the reaction mixture at 0° C. After evaporation of the organic solvent in vacuo, the aqueous phase was basified with 4N NaOH solution to pH 10. Then the product was extracted with EtOAc and the organic phase was dried over MgSO4 and concentrated in vacuo. A brown liquid (41, 2 g, 10.8 mmol) was isolated. W... Starting materials: NC[C@@H](CN1CCN(CC1)C(=O)OC(C)(C)C)O (tert-butyl 4-[(2S)-3-amino-2-hydroxy-propyl]piperazine-1-carboxylate), C([O-])([O-])=O.[K+].[K+] (potassium carbonate), C(C1=CC=CC=C1)Br (benzyl bromide). Run in mixture, C(C)O (ethanol), O (water). Conditions: temperature 60 celsius, time 2 hour. Yields the product C(C1=CC=CC=C1)N(C[C@@H](CN1CCN(CC1)C(=O)OC(C)(C)C)O)CC1=CC=CC=C1 (tert-butyl 4-[(2S)-3-(dibenzylamino)-2-hydroxy-propyl]piperazine-1-carboxylate). Isolated yield 43.0%. RXN SMILES: [NH2:1][CH2:2][C@H:3]([OH:18])[CH2:4][N:5]1[CH2:10][CH2:9][N:8]([C:11]([O:13][C:14]([CH3:17])([CH3:16])[CH3:15])=[O:12])[CH2:7][CH2:6]1.C(=O)([O-])[O-].[K+].[K+].[CH2:25](Br)[C:26]1[CH:31]=[CH:30][CH:29]=[CH:28][CH:27]=1>C(O)C.O>[CH2:25]([N:1]([CH2:25][C:26]1[CH:31]=[CH:30][CH:29]=[CH:28][CH:27]=1)[CH2:2][C@H:3]([OH:18])[CH2:4][N:5]1[CH2:10][CH2:9][N:8]([C:11]([O:13][C:14]([CH3:15])([CH3:17])[CH3:16])=[O:12])[CH2:7][CH2:6]1)[C:26]1[CH:31]=[CH:30][CH:29]=[CH:28][CH:27]=1 |f:1.2.3|. Reported procedure: Tert-butyl 4-[(2S)-3-amino-2-hydroxy-propyl]piperazine-1-carboxylate 7c (5 g, 19.30 mmol), potassium carbonate (10.70 g, 77.20 mmol) and benzyl bromide (7.90 g, 46.30 mmol) were dissolved in 120 mL of the mixture solvent of ethanol and water (V/V=5:1). The reaction solution was heated to 60° C. and stirred for 2 hours. The reaction solution was concentrated under reduced pressure, added with 100 mL of water and extracted with ethyl acetate (100 mL×3). The combined organic phase was washed with s... Reactants: CO (methanol), C(=O)O (Formic acid), C(C)(=O)OC(C)=O (acetic anhydride), CN1CCN(CC1)CC1=CC2=C(NC3=C(CC2)C=CC=C3)C=C1 (2-(4-Methylpiperazino)methyl-10,11-dihydro-5H-dibenz[b,f]azepine). The solvent is ClC(C)Cl (dichloroethane). Conditions: temperature 45 celsius, time 1 hour. Yields the product C(=O)N1C2=C(CCC3=C1C=CC=C3)C=C(C=C2)CN2CCN(CC2)C (5-Formyl-2-(4-methylpiperazino)methyl-10,11-dihydro-5H-dibenz[b,f]azepine). Yield: 23.0%. Reaction SMILES: [CH:1]([OH:3])=O.C(OC(=O)C)(=O)C.[CH3:11][N:12]1[CH2:17][CH2:16][N:15]([CH2:18][C:19]2[CH:33]=[CH:32][C:22]3[NH:23][C:24]4[CH:31]=[CH:30][CH:29]=[CH:28][C:25]=4[CH2:26][CH2:27][C:21]=3[CH:20]=2)[CH2:14][CH2:13]1.CO>ClC(Cl)C>[CH:1]([N:23]1[C:24]2[CH:31]=[CH:30][CH:29]=[CH:28][C:25]=2[CH2:26][CH2:27][C:21]2[CH:20]=[C:19]([CH2:18][N:15]3[CH2:16][CH2:17][N:12]([CH3:11])[CH2:13][CH2:14]3)[CH:33]=[CH:32][C:22]1=2)=[O:3]. Procedure: Formic acid (99%; 300 ml) was added dropwise to 600 ml of acetic anhydride, the internal temperature being maintained at 45° C. followed by stirring for one hour To this solution was added, in small portions, a suspension of 375 g of Compound 30-1a in 500 ml of dichloroethane under ice cooling, followed by stirring at room temperature for 8 hours. After cooling, 400 ml of methanol was added, and the solvent was distilled off under reduced pressure. The residue was diluted with water, and adjuste... Starting materials: II (iodine), FC1=C(C=CC(=C1)F)C(CN1N=CN=C1)=O (1-(2,4-difluorophenyl)-2-(1H-1,2,4-triazol-1-yl)ethanone), BrC(C)C1=C(C(=NC=N1)Cl)F (6-(1-bromoethyl)-4-chloro-5-fluoropyrimidine), II (iodine). Reagents/catalysts: [Zn] (zinc). Solvent: O1CCCC1 (tetrahydrofuran), O1CCCC1 (tetrahydrofuran), O1CCCC1 (tetrahydrofuran). Run at temperature 2 celsius, time 30 minute. Yields the product ClC1=NC=NC(=C1F)C(C(CN1N=CN=C1)(O)C1=C(C=C(C=C1)F)F)C (3-(4-Chloro-5-fluoropyrimidin-6-yl)-2-(2,4-difluorophenyl)-1-(1H-1,2,4-triazol-1-yl)butan-2-ol). Reaction SMILES: II.[F:3][C:4]1[CH:9]=[C:8]([F:10])[CH:7]=[CH:6][C:5]=1[C:11](=[O:18])[CH2:12][N:13]1[CH:17]=[N:16][CH:15]=[N:14]1.Br[CH:20]([C:22]1[N:27]=[CH:26][N:25]=[C:24]([Cl:28])[C:23]=1[F:29])[CH3:21]>O1CCCC1.[Zn]>[Cl:28][C:24]1[C:23]([F:29])=[C:22]([CH:20]([CH3:21])[C:11]([C:5]2[CH:6]=[CH:7][C:8]([F:10])=[CH:9][C:4]=2[F:3])([OH:18])[CH2:12][N:13]2[CH:17]=[N:16][CH:15]=[N:14]2)[N:27]=[CH:26][N:25]=1. Reported procedure: A solution of iodine (2.25 g) in tetrahydrofuran (6 ml) was added dropwise to a stirred slurry of zinc (Britannia Alloys) (3.00 g) and lead (0.15 g) in tetrahydrofuran (19 ml) under a nitrogen atmosphere at 25° C. The reaction temperature was allowed to rise during the addition. The mixture was then cooled to 2° C. A solution of 1-(2,4-difluorophenyl)-2-(1H-1,2,4-triazol-1-yl)ethanone (2.00 g), 6-(1-bromoethyl)-4-chloro-5-fluoropyrimidine (see Preparation 1) (2.84 g) and iodine (0.02 g) in tetra...